From a dataset of the Open Reaction Database (ORD), a public repository of structured organic reaction records. describe an organic reaction: reactants, conditions, products, and yield Starting materials: CCOC(=O)c1cc2c(NC(=O)c3cccs3)nn(C(C)OCC)c2s1, CCO, [K+], C1CCOC1, [OH-], O. The product is CCOC(C)n1nc(NC(=O)c2cccs2)c2cc(C(=O)O)sc21. Reaction SMILES: [CH2:7]([CH3:8])[O:9][CH:10]([CH3:11])[n:12]1[n:13][c:14]([NH:25][C:26](=[O:27])[c:28]2[s:29][cH:30][cH:31][cH:32]2)[c:15]2[c:16]1[s:17][c:18]([C:20](=[O:21])[O:22][CH2:23][CH3:24])[cH:19]2.[CH3:1][CH2:2][OH:3].[K+:6].[O:33]1[CH2:34][CH2:35][CH2:36][CH2:37]1.[OH-:5].[OH2:4]>>[CH2:7]([CH3:8])[O:9][CH:10]([CH3:11])[n:12]1[n:13][c:14]([NH:25][C:26](=[O:27])[c:28]2[s:29][cH:30][cH:31][cH:32]2)[c:15]2[c:16]1[s:17][c:18]([C:20](=[O:21])[OH:22])[cH:19]2. The reactants are CC(C)c1nc(O)c2sccc2n1, ClC(Cl)Cl, [NH4+], [OH-], O=P(Cl)(Cl)Cl. As a reaction SMILES: [CH:1]([CH3:2])([CH3:3])[c:4]1[n:5][c:6]([OH:13])[c:7]2[c:8]([n:9]1)[cH:10][cH:11][s:12]2.[CH:21]([Cl:22])([Cl:23])[Cl:24].[NH4+:15].[OH-:14].[P:16]([Cl:17])([Cl:18])([Cl:19])=[O:20]>>[CH:1]([CH3:2])([CH3:3])[c:4]1[n:5][c:6]([Cl:18])[c:7]2[c:8]([n:9]1)[cH:10][cH:11][s:12]2. Yields the product CC(C)c1nc(Cl)c2sccc2n1. The reactants are O=C([O-])[O-], CS(C)=O, CC(OC1CN(C2=C(CC#N)C(=O)CC2)CC1c1ccc(F)cc1)c1cc(C(F)(F)F)cc(C(F)(F)F)c1, [K+], [K+], OO. The product is CC(OC1CN(C2=C(CC(N)=O)C(=O)CC2)CC1c1ccc(F)cc1)c1cc(C(F)(F)F)cc(C(F)(F)F)c1. As a reaction SMILES: [C:39]([O-:40])(=[O:41])[O-:42].[CH3:47][S:48]([CH3:49])=[O:50].[F:1][C:2]([c:3]1[cH:4][c:5]([CH:13]([CH3:14])[O:15][CH:16]2[CH2:17][N:18]([C:28]3=[C:29]([CH2:34][C:35]#[N:36])[C:30](=[O:33])[CH2:31][CH2:32]3)[CH2:19][CH:20]2[c:21]2[cH:22][cH:23][c:24]([F:27])[cH:25][cH:26]2)[cH:6][c:7]([C:9]([F:10])([F:11])[F:12])[cH:8]1)([F:37])[F:38].[K+:43].[K+:44].[OH:45][OH:46]>>[F:1][C:2]([c:3]1[cH:4][c:5]([CH:13]([CH3:14])[O:15][CH:16]2[CH2:17][N:18]([C:28]3=[C:29]([CH2:34][C:35]([NH2:36])=[O:40])[C:30](=[O:33])[CH2:31][CH2:32]3)[CH2:19][CH:20]2[c:21]2[cH:22][cH:23][c:24]([F:27])[cH:25][cH:26]2)[cH:6][c:7]([C:9]([F:10])([F:11])[F:12])[cH:8]1)([F:37])[F:38]. Starting materials: C(#N)C1=CC=NC2=C1SC1=C(N2COC)C=C(C=C1)C(=O)OC (methyl 4-cyano-10-(methoxymethyl)-10H-pyrido[3,2-b][1,4]-benzothiazine-8-carboxylate), [BH4-].[Li+] (lithium borohydride). Run in O1CCCC1 (tetrahydrofuran), O1CCCC1 (tetrahydrofuran). Yields the product C(#N)C1=CC=NC2=C1SC1=C(N2COC)C=C(C=C1)CO (4-Cyano-10-(methoxymethyl)-10H-pyrido[3,2-b][1,4]-benzothiazine-8-methanol). The yield is 69.1%. Reaction SMILES: [C:1]([C:3]1[C:8]2[S:9][C:10]3[CH:19]=[CH:18][C:17]([C:20](OC)=[O:21])=[CH:16][C:11]=3[N:12]([CH2:13][O:14][CH3:15])[C:7]=2[N:6]=[CH:5][CH:4]=1)#[N:2].[BH4-].[Li+]>O1CCCC1>[C:1]([C:3]1[C:8]2[S:9][C:10]3[CH:19]=[CH:18][C:17]([CH2:20][OH:21])=[CH:16][C:11]=3[N:12]([CH2:13][O:14][CH3:15])[C:7]=2[N:6]=[CH:5][CH:4]=1)#[N:2] |f:1.2|. Procedure details: To a solution of 0.19 g of methyl 4-cyano-10-(methoxymethyl)-10H-pyrido[3,2-b][1,4]-benzothiazine-8-carboxylate in dry tetrahydrofuran (5 ml) was added in a nitrogen atmosphere a solution of 0.026 g of lithium borohydride in tetrahydrofuran (10 ml) and the resulting mixture was heated under reflux for 20 minutes. After bringing back to room temperature, the mixture was extracted with 15 ml of water and 15 ml of acetic acid and dried over anhydrous magnesium sulfate. After distilling off the solv... The reactants are OO (hydrogen peroxide), OO (hydrogen peroxide), ClC1=CC=C(C=C1)C=1NC(=CC1SC(F)(F)F)C(F)(F)F (2-(p-chlorophenyl)-5-(trifluoromethyl)-3-[(trifluoromethyl)thio]pyrrole), OO (hydrogen peroxide), C(C)(=O)OCC.O (ethyl acetate water). Solvent: C(C)(=O)O (acetic acid). Run at temperature 95 celsius. Product: ethyl acetate hexanes, ClC1=CC=C(C=C1)C=1NC(=CC1S(=O)(=O)C(F)(F)F)C(F)(F)F (2-(p-Chlorophenyl)-5-(trifluoromethyl)-3-[(trifluoromethyl)sulfonyl]pyrrole). Reaction SMILES: [Cl:1][C:2]1[CH:7]=[CH:6][C:5]([C:8]2[NH:9][C:10]([C:18]([F:21])([F:20])[F:19])=[CH:11][C:12]=2[S:13][C:14]([F:17])([F:16])[F:15])=[CH:4][CH:3]=1.OO.C(OCC)(=[O:26])C.[OH2:30]>C(O)(=O)C>[Cl:1][C:2]1[CH:7]=[CH:6][C:5]([C:8]2[NH:9][C:10]([C:18]([F:21])([F:19])[F:20])=[CH:11][C:12]=2[S:13]([C:14]([F:16])([F:17])[F:15])(=[O:26])=[O:30])=[CH:4][CH:3]=1 |f:2.3|. Procedure: A solution of 2-(p-chlorophenyl)-5-(trifluoromethyl)-3-[(trifluoromethyl)thio]pyrrole (1.5 g, 4.3 mmol) in acetic acid is treated with hydrogen peroxide (1.5 mL, 30%, 13 mmol), stirred at 95° C. for several hours, treated with additional hydrogen peroxide (1 mL), stirred at 90° C. for four hours, cooled to room temperature, stirred for 48 hours, treated with additional hydrogen peroxide (1 mL), stirred for several hours at reflux, cooled and diluted with an ethyl acetate/water mixture. The organ... The reactants are CON=C(C(=O)OC(C)(C)C)C(C)=O (tert-butyl 2-methoxyimino-3-oxobutyrate), BrBr (bromine), [Cl-].[Na+] (sodium chloride), ClCCCl (1,2-dichloroethane). Run in O1CCOCC1 (1,4-dioxane). Conditions: temperature 20 celsius, time 20 hour. Product: BrCC(C(C(=O)O)=NOC)=O (4-bromo-2-methoxyimino-3-oxobutyric acid). Yield: 41.1%. RXN SMILES: [CH3:1][O:2][N:3]=[C:4]([C:12](=[O:14])[CH3:13])[C:5]([O:7]C(C)(C)C)=[O:6].[Br:15]Br.[Cl-].[Na+].ClCCCl>O1CCOCC1>[Br:15][CH2:13][C:12](=[O:14])[C:4](=[N:3][O:2][CH3:1])[C:5]([OH:7])=[O:6] |f:2.3|. Procedure: In 50 ml of 1,4-dioxane was dissolved 20.1 g (0.1 mole) of tert-butyl 2-methoxyimino-3-oxobutyrate, and 32.0 g (0.2 mole) of bromine was added dropwise at 0° to 5° C. over a period of 1 hour and 30 minutes and stirred at 20° C. for 20 hours. After completion of the reaction, 25 ml of a saturated aqueous sodium chloride solution and 50 ml of 1,2-dichloroethane were added and then stirred, and the resulting mixture was allowed to stand and then separated and the aqueous layer was removed. The orga... Starting materials: C(C)(C)(C)NC(=O)C1=CN(C2=NC=C(N=C21)Br)COCC[Si](C)(C)C (2-bromo-5-(2-trimethylsilanyl-ethoxymethyl)-5H-pyrrolo[2,3-b]pyrazine-7-carboxylic acid tert-butylamide), C(C)(C)(C)[SiH2]OC(C=1C=CC=C2C(=NNC12)[Sn](CCCC)(CCCC)CCCC)(C)C (7-(tert-butyl-dimethyl-silanyloxymethyl)-3-tributylstannanyl-1H-indazole). The reagents and catalysts are C=1C=CC(=CC1)[P](C=2C=CC=CC2)(C=3C=CC=CC3)[Pd]([P](C=4C=CC=CC4)(C=5C=CC=CC5)C=6C=CC=CC6)([P](C=7C=CC=CC7)(C=8C=CC=CC8)C=9C=CC=CC9)[P](C=1C=CC=CC1)(C=1C=CC=CC1)C=1C=CC=CC1 (tetrakis(triphenylphosphine)palladium), [Cu]I (copper (I) iodide). Run in CN(C)C=O (DMF). Run at temperature 80 celsius, time 8 hour. Product: C(C)(C)(C)NC(=O)C1=CN(C2=NC=C(N=C21)C2=NNC1=C(C=CC=C21)C(O[SiH2]C(C)(C)C)(C)C)COCC[Si](C)(C)C (2-[7-(tert-butyl-dimethyl-silanyloxymethyl)-1H-indazol-3-yl]-5-(2-trimethylsilanyl-ethoxymethyl)-5H-pyrrolo[2,3-b]pyrazine-7-carboxylic acid tert-butylamide). Yield: 33.6%. RXN SMILES: [C:1]([NH:5][C:6]([C:8]1[C:16]2[C:11](=[N:12][CH:13]=[C:14](Br)[N:15]=2)[N:10]([CH2:18][O:19][CH2:20][CH2:21][Si:22]([CH3:25])([CH3:24])[CH3:23])[CH:9]=1)=[O:7])([CH3:4])([CH3:3])[CH3:2].[C:26]([SiH2:30][O:31][C:32]([CH3:56])([CH3:55])[C:33]1[CH:34]=[CH:35][CH:36]=[C:37]2[C:41]=1[NH:40][N:39]=[C:38]2[Sn](CCCC)(CCCC)CCCC)([CH3:29])([CH3:28])[CH3:27]>CN(C=O)C.C1C=CC([P]([Pd]([P](C2C=CC=CC=2)(C2C=CC=CC=2)C2C=CC=CC=2)([P](C2C=CC=CC=2)(C2C=CC=CC=2)C2C=CC=CC=2)[P](C2C=CC=CC=2)(C2C=CC=CC=2)C2C=CC=CC=2)(C2C=CC=CC=2)C2C=CC=CC=2)=CC=1.[Cu]I>[C:1]([NH:5][C:6]([C:8]1[C:16]2[C:11](=[N:12][CH:13]=[C:14]([C:38]3[C:37]4[C:41](=[C:33]([C:32]([CH3:56])([CH3:55])[O:31][SiH2:30][C:26]([CH3:29])([CH3:28])[CH3:27])[CH:34]=[CH:35][CH:36]=4)[NH:40][N:39]=3)[N:15]=2)[N:10]([CH2:18][O:19][CH2:20][CH2:21][Si:22]([CH3:25])([CH3:24])[CH3:23])[CH:9]=1)=[O:7])([CH3:4])([CH3:3])[CH3:2] |^1:65,67,86,105|. Procedure details: In a 25 ml round-bottomed flask, 2-bromo-5-(2-trimethylsilanyl-ethoxymethyl)-5H-pyrrolo[2,3-b]pyrazine-7-carboxylic acid tert-butylamide (180 mg, 0.42 mmol) and 7-(tert-butyldimethyl-silanyloxymethyl)-3-tributylstannanyl-1H-indazole (crude from Step 4, 462 mg, 0.50 mmol) were dissolved in DMF (2.8 ml). The reaction mixture was evacuated and backfilled with argon and tetrakis(triphenylphosphine)palladium (0) (25 mg, 0.022 mmol) and copper (I) iodide (16 mg, 0.084 mmol) were added. The reaction mi... Starting materials: FC1=C(C=CC(=C1)N1C(C=CC=C1)=O)NC(=O)[C@H]1CC([C@H](C1)NC(=O)C=1SC(=CC1)Cl)=O (5-chloro-thiophene-2-carboxylic acid {(1S,4R)-4-[2-fluoro-4-(2-oxo-2H-pyridin-1-yl)-phenylcarbamoyl]-2-oxo-cyclopentyl}-amide), N1CCCC1 (pyrrolidine), C(C)(=O)O (acetic acid), [BH3-]C#N.[Na+] (NaBH3CN). Run in C1CCOC1 (THF). Conditions: time 1 hour. Product: FC1=C(C=CC(=C1)N1C(C=CC=C1)=O)NC(=O)[C@H]1CC([C@H](C1)NC(=O)C=1SC(=CC1)Cl)N1CCCC1 (5-chloro-thiophene-2-carboxylic acid {(1S,4R)-4-[2-fluoro-4-(2-oxo-2H-pyridin-1-yl)-phenylcarbamoyl]-2-pyrrolidin-1-yl-cyclopentyl}-amide). RXN SMILES: [F:1][C:2]1[CH:7]=[C:6]([N:8]2[CH:13]=[CH:12][CH:11]=[CH:10][C:9]2=[O:14])[CH:5]=[CH:4][C:3]=1[NH:15][C:16]([C@@H:18]1[CH2:22][C@H:21]([NH:23][C:24]([C:26]2[S:27][C:28]([Cl:31])=[CH:29][CH:30]=2)=[O:25])[C:20](=O)[CH2:19]1)=[O:17].[NH:33]1[CH2:37][CH2:36][CH2:35][CH2:34]1.C(O)(=O)C.[BH3-]C#N.[Na+]>C1COCC1>[F:1][C:2]1[CH:7]=[C:6]([N:8]2[CH:13]=[CH:12][CH:11]=[CH:10][C:9]2=[O:14])[CH:5]=[CH:4][C:3]=1[NH:15][C:16]([C@@H:18]1[CH2:22][C@H:21]([NH:23][C:24]([C:26]2[S:27][C:28]([Cl:31])=[CH:29][CH:30]=2)=[O:25])[CH:20]([N:33]2[CH2:37][CH2:36][CH2:35][CH2:34]2)[CH2:19]1)=[O:17] |f:3.4|. Procedure details: To a stirred solution of 5-chloro-thiophene-2-carboxylic acid {(1S,4R)-4-[2-fluoro-4-(2-oxo-2H-pyridin-1-yl)-phenylcarbamoyl]-2-oxo-cyclopentyl}-amide (75 mg) in THF (3 ml) were added pyrrolidine (0.03 ml) and acetic acid (0.02 ml). After stirring for 1 hr at r.t., NaBH3CN (11 mg) was added and stirring of the yellow reaction mixture was continued over night, then concentrated. The crude product was purified by column chromatography (silica gel; gradient: CH2Cl2→CH2Cl2MeOH 85:15) to give 5-chlor...